This data is from the Open Reaction Database (ORD), a public repository of structured organic reaction records. The task is: describe an organic reaction: reactants, conditions, products, and yield Reactants: C1(=CC=CC=C1)CCCCCCCC[Mg]Br (8-phenyloctylmagnesium bromide), COC1=C(C=CC=C1)C=1OCC(N1)(C)C (2-(2-methoxyphenyl)-4,4-dimethyloxazoline). Solvent: O1CCCC1 (tetrahydrofuran), O1CCCC1 (tetrahydrofuran). Reaction conditions: time 24 hour. The product is C1(=CC=CC=C1)CCCCCCCCC1=C(C=CC=C1)C=1OCC(N1)(C)C (2-[2-(8-phenyloctyl)phenyl]-4,4-dimethyloxazoline). RXN SMILES: [C:1]1([CH2:7][CH2:8][CH2:9][CH2:10][CH2:11][CH2:12][CH2:13][CH2:14][Mg]Br)[CH:6]=[CH:5][CH:4]=[CH:3][CH:2]=1.CO[C:19]1[CH:24]=[CH:23][CH:22]=[CH:21][C:20]=1[C:25]1[O:26][CH2:27][C:28]([CH3:31])([CH3:30])[N:29]=1>O1CCCC1>[C:1]1([CH2:7][CH2:8][CH2:9][CH2:10][CH2:11][CH2:12][CH2:13][CH2:14][C:19]2[CH:24]=[CH:23][CH:22]=[CH:21][C:20]=2[C:25]2[O:26][CH2:27][C:28]([CH3:31])([CH3:30])[N:29]=2)[CH:6]=[CH:5][CH:4]=[CH:3][CH:2]=1. Procedure: To 8-phenyloctylmagnesium bromide (from 24.25 mmoles of 8-phenyloctyl bromide and 21.27 mmoles of magnesium) in distilled tetrahydrofuran (40 ml) was added 2-(2-methoxyphenyl)-4,4-dimethyloxazoline (17.10 mmoles) [A. I. Meyers et al., J. Org. Chem., 43, 1372 (1978)] in tetrahydrofuran (20 ml). After stirring for 24 hours, the reaction mixture was similarly worked up to yield 2-[2-(8-phenyloctyl)phenyl]-4,4-dimethyloxazoline as an oil. A solution of the oxazoline (11.58 mmoles) in methyl iodide (... Reactants: CN1CCCC1=O, Nc1cc(C(F)(F)F)ccc1Cl, Nc1ccc(C(F)(F)F)cc1Cl, Clc1ccccc1, O=S(=O)(Cl)Cl. The product is Nc1c(Cl)cc(C(F)(F)F)cc1Cl. Reaction SMILES: [CH3:25][N:26]1[CH2:27][CH2:28][CH2:29][C:30]1=[O:31].[Cl:13][c:14]1[cH:15][cH:16][c:17]([C:18]([F:19])([F:20])[F:21])[cH:22][c:23]1[NH2:24].[Cl:1][c:2]1[c:3]([NH2:4])[cH:5][cH:6][c:7]([C:9]([F:10])([F:11])[F:12])[cH:8]1.[Cl:37][c:38]1[cH:39][cH:40][cH:41][cH:42][cH:43]1.[S:32]([Cl:33])([Cl:34])(=[O:35])=[O:36]>>[Cl:1][c:2]1[c:3]([NH2:4])[c:5]([Cl:13])[cH:6][c:7]([C:9]([F:10])([F:11])[F:12])[cH:8]1. The reactants are CC(=O)OC(C)=O, C=C1C2CCC(C)(C)C1CCC(O)C2, O, O=P(O)(O)O. The product is C=C1C2CCC(C)(C)C1CCC(OC(C)=O)C2. As a reaction SMILES: [CH3:15][C:16](=[O:17])[O:18][C:19](=[O:20])[CH3:21].[CH3:1][C:2]1([CH3:14])[CH:3]2[CH2:4][CH2:5][CH:6]([OH:13])[CH2:7][CH:8]([CH2:9][CH2:10]1)[C:11]2=[CH2:12].[OH2:27].[P:22](=[O:23])([OH:24])([OH:25])[OH:26]>>[CH3:1][C:2]1([CH3:14])[CH:3]2[CH2:4][CH2:5][CH:6]([O:13][C:16]([CH3:15])=[O:17])[CH2:7][CH:8]([CH2:9][CH2:10]1)[C:11]2=[CH2:12]. Starting materials: ClC1=C(C(=O)NC2=C(C(=NC=C2)Cl)F)C(=CC=C1)[N+](=O)[O-] (2-chloro-N-(2-chloro-3-fluoropyridin-4-yl)-6-nitrobenzamide), S(=O)(Cl)Cl (thionyl chloride). The product is ClC1=C(C(=NC2=C(C(=NC=C2)Cl)F)Cl)C(=CC=C1)[N+](=O)[O-] (2-Chloro-N-(2-chloro-3-fluoropyridin-4-yl)-6-nitrobenzimidoyl chloride). Yield: 87.0%. As a reaction SMILES: [Cl:1][C:2]1[CH:18]=[CH:17][CH:16]=[C:15]([N+:19]([O-:21])=[O:20])[C:3]=1[C:4]([NH:6][C:7]1[CH:12]=[CH:11][N:10]=[C:9]([Cl:13])[C:8]=1[F:14])=O.S(Cl)([Cl:24])=O>>[Cl:1][C:2]1[CH:18]=[CH:17][CH:16]=[C:15]([N+:19]([O-:21])=[O:20])[C:3]=1[C:4]([Cl:24])=[N:6][C:7]1[CH:12]=[CH:11][N:10]=[C:9]([Cl:13])[C:8]=1[F:14]. Procedure: A stirred solution of 2-chloro-N-(2-chloro-3-fluoropyridin-4-yl)-6-nitrobenzamide (4.27 g, 12.9 mmol) in thionyl chloride (60 mL) was heated at 85° C. for 2 days under a nitrogen atmosphere. After cooling to room temperature, the volatiles were removed under reduced pressure and the resultant residue was purified by column chromatography on silica gel eluting with 0-30% ethyl acetate in petroleum ether (40-60° C.), to afford the title compound as a cream solid (3.90 g, 87% yield). 1H NMR (400 MH... Starting materials: ClCC=1NC(=C(C(C1C(=O)OCC)C1=CC(=CC=C1)[N+](=O)[O-])C(=O)OCC)C (2-chloromethyl-3,5-dicarboethoxy-4-(m-nitrophenyl) -6-methyl-1,4-dihydropyridine), S.C(CCC)[N+](CCCC)(CCCC)CCCC (tetrabutylammonium hydrogen sulfide), CC(=O)O (AcOH). The solvent is C(Cl)Cl (methylene chloride). The product is SCC=1NC(=C(C(C1C(=O)OCC)C1=CC(=CC=C1)[N+](=O)[O-])C(=O)OCC)C (2-mercaptomethyl-3,5-dicarboethoxy-4-(m-nitrophenyl)-6-methyl-1, 4-dihydropyridine). The yield is 70.4%. Reaction SMILES: Cl[CH2:2][C:3]1[NH:4][C:5]([CH3:28])=[C:6]([C:23]([O:25][CH2:26][CH3:27])=[O:24])[CH:7]([C:14]2[CH:19]=[CH:18][CH:17]=[C:16]([N+:20]([O-:22])=[O:21])[CH:15]=2)[C:8]=1[C:9]([O:11][CH2:12][CH3:13])=[O:10].[SH2:29].C([N+](CCCC)(CCCC)CCCC)CCC.CC(O)=O>C(Cl)Cl>[SH:29][CH2:2][C:3]1[NH:4][C:5]([CH3:28])=[C:6]([C:23]([O:25][CH2:26][CH3:27])=[O:24])[CH:7]([C:14]2[CH:19]=[CH:18][CH:17]=[C:16]([N+:20]([O-:22])=[O:21])[CH:15]=2)[C:8]=1[C:9]([O:11][CH2:12][CH3:13])=[O:10] |f:1.2|. Procedure details: A solution of 2-chloromethyl-3,5-dicarboethoxy-4-(m-nitrophenyl) -6-methyl-1,4-dihydropyridine (1 g) and tetrabutylammonium hydrogen sulfide (0.7 g) in methylene chloride (10 ml) is stirred at -10° C. for 20 minutes, neutralized with a drop of AcOH, evaporated under vacuum and the residue recrystallized from Et2O to give 0.7 g of 2-mercaptomethyl-3,5-dicarboethoxy-4-(m-nitrophenyl)-6-methyl-1, 4-dihydropyridine, m.p. 145°-147° C. Reactants: COCCOC, BrCCCCCCCCCCCCOCc1ccc2c(c1)OCO2, CS, [K+], [OH-]. Product: CSCCCCCCCCCCCCOCc1ccc2c(c1)OCO2. RXN SMILES: [CH2:29]([CH2:30][O:31][CH3:32])[O:33][CH3:34].[CH2:3]([c:4]1[cH:5][c:6]2[c:10]([cH:11][cH:12]1)[O:9][CH2:8][O:7]2)[O:13][CH2:14][CH2:15][CH2:16][CH2:17][CH2:18][CH2:19][CH2:20][CH2:21][CH2:22][CH2:23][CH2:24][CH2:25][Br:26].[CH3:1][SH:2].[K+:28].[OH-:27]>>[CH3:1][S:2][CH2:25][CH2:24][CH2:23][CH2:22][CH2:21][CH2:20][CH2:19][CH2:18][CH2:17][CH2:16][CH2:15][CH2:14][O:13][CH2:3][c:4]1[cH:5][c:6]2[c:10]([cH:11][cH:12]1)[O:9][CH2:8][O:7]2.